This data is from the Open Reaction Database (ORD), a public repository of structured organic reaction records. The task is: describe an organic reaction: reactants, conditions, products, and yield Reactants: C(C)(=O)OCC (ethyl acetate), COC(C1=C(C=C(C=C1I)Cl)CBr)=O (4-chloro-2-bromomethyl-6-iodo-benzoic acid methyl ester), ClC1=CC=C(CN)C=C1 (4-chloro-benzylamine), C(=O)([O-])[O-].[K+].[K+] (K2CO3). Solvent: C1(=CC=CC=C1)C (toluene), CCCCCC (hexane). Conditions: temperature 100 celsius, time 2 hour. Product: ClC=1C=C2CN(C(C2=C(C1)I)=O)CC1=CC=C(C=C1)Cl (5-chloro-7-iodo-2-(4-chloro-benzyl)-2,3-dihydro-isoindol-1-one). Yield: 27.5%. RXN SMILES: CO[C:3](=[O:14])[C:4]1[C:9]([I:10])=[CH:8][C:7]([Cl:11])=[CH:6][C:5]=1[CH2:12]Br.[Cl:15][C:16]1[CH:23]=[CH:22][C:19]([CH2:20][NH2:21])=[CH:18][CH:17]=1.C([O-])([O-])=O.[K+].[K+].C(OCC)(=O)C>C1(C)C=CC=CC=1.CCCCCC>[Cl:11][C:7]1[CH:6]=[C:5]2[C:4](=[C:9]([I:10])[CH:8]=1)[C:3](=[O:14])[N:21]([CH2:20][C:19]1[CH:22]=[CH:23][C:16]([Cl:15])=[CH:17][CH:18]=1)[CH2:12]2 |f:2.3.4|. Procedure: A mixture of 4-chloro-2-bromomethyl-6-iodo-benzoic acid methyl ester (0.389 g, 1.0 mmol), 4-chloro-benzylamine (0.158 mL, 1.2 mmol), and K2CO3 (0.276 g, 2.0 mmol) in toluene (5 mL) was heated with stirring at 100° C. for 2 h. Workup and silica gel column chromatography of the product using 30% ethyl acetate in hexane afforded 5-chloro-7-iodo-2-(4-chloro-benzyl)-2,3-dihydro-isoindol-1-one (0.115 g, 28%). 1H NMR (300 MHz, CDCl3): δ (ppm) 4.15 (s, 2H), 4.74 (s, 2H) 7.22-7.38 (m, 5H), 7.92 (s, 1H). ...